The task is: describe an organic reaction: reactants, conditions, products, and yield. This data is from the Open Reaction Database (ORD), a public repository of structured organic reaction records. RXN SMILES: [CH3:22][N:23]([CH3:24])[CH:25]=[O:26].[Na:1].[OH2:21].[c:11]1([CH:17]([CH:18]=[CH2:19])[Cl:20])[cH:12][cH:13][cH:14][cH:15][cH:16]1.[c:2]1([O:9][CH3:10])[c:3]([OH:4])[cH:5][cH:6][cH:7][cH:8]1>>[c:2]1([O:9][CH3:10])[c:3]([O:4][CH:17]([c:11]2[cH:12][cH:13][cH:14][cH:15][cH:16]2)[CH:18]=[CH2:19])[cH:5][cH:6][cH:7][cH:8]1. Yields the product C=CC(Oc1ccccc1OC)c1ccccc1. Reactants: CN(C)C=O, [Na], O, C=CC(Cl)c1ccccc1, COc1ccccc1O. The reactants are CC1(COC(OC1)C1=CC=C(S1)[C@@H](CO[Si](C(C)(C)C)(C)C)N[S+](C(C)(C)C)[O-])C ((6R)-6-[5-(5,5-dimethyl-1,3-dioxan-2-yl)thiophen-2-yl]-2,2,3,3,9,9-hexamethyl-4-oxa-8-thionia-7-aza-3-siladecan-8-olate), Cl (hydrogen chloride). Solvent: CO (MeOH). Yields the product Cl.N[C@H](CO)C=1SC(=CC1)C1OCC(CO1)(C)C ((2R)-2-amino-2-[5-(5,5-dimethyl-1,3-dioxan-2-yl)thiophen-2-yl]ethanol hydrochloride). As a reaction SMILES: [CH3:1][C:2]1([CH3:30])[CH2:7][O:6][CH:5]([C:8]2[S:12][C:11]([C@H:13]([NH:23][S+]([O-])C(C)(C)C)[CH2:14][O:15][Si](C)(C)C(C)(C)C)=[CH:10][CH:9]=2)[O:4][CH2:3]1.[ClH:31]>CO>[ClH:31].[NH2:23][C@@H:13]([C:11]1[S:12][C:8]([CH:5]2[O:6][CH2:7][C:2]([CH3:30])([CH3:1])[CH2:3][O:4]2)=[CH:9][CH:10]=1)[CH2:14][OH:15] |f:3.4|. Reported procedure: A solution of ((6R)-6-[5-(5,5-dimethyl-1,3-dioxan-2-yl)thiophen-2-yl]-2,2,3,3,9,9-hexamethyl-4-oxa-8-thionia-7-aza-3-siladecan-8-olate (12.7 g, 26.7 mmol) in MeOH (26 mL) cooled to 0° C. was treated with a 4 N hydrogen chloride solution (46.7 mL, 187 mmol) for 2 hours. The solvent was evaporated under reduced pressure, after which toluene was added and the co-solvent mixture was evaporated under reduce pressure to afford a white solid characterized as the title compound. 1H NMR ((CD3)2SO) δ 8.50... The reactants are ClC1=C(OC2=NC=CC=C2[N+](=O)[O-])C=C(C(=C1)F)N1C(N(C(=CC1=O)C(F)(F)F)C)=O (2-{2-chloro-4-fluoro-5-[3-methyl-2,6-dioxo-4-(trifluoromethyl)-1,2,3,6-tetrahydropyrimidin-1-yl]phenoxy}-3-nitropyridine), O (water). The reagents and catalysts are [Fe] (iron). Run in C(C)(=O)O (acetic acid), C(C)(=O)O (acetic acid). Reaction conditions: temperature 35 celsius, time 2 hour. Product: NC=1C(=NC=CC1)OC1=C(C=C(C(=C1)N1C(N(C(=CC1=O)C(F)(F)F)C)=O)F)Cl (3-amino-2-{2-chloro-4-fluoro-5-[3-methyl-2,6-dioxo-4-(trifluoromethyl)-1,2,3,6-tetrahydropyrimidin-1-yl]phenoxy}pyridine). Isolated yield 95.7%. Reaction SMILES: O.[Cl:2][C:3]1[CH:18]=[C:17]([F:19])[C:16]([N:20]2[C:25](=[O:26])[CH:24]=[C:23]([C:27]([F:30])([F:29])[F:28])[N:22]([CH3:31])[C:21]2=[O:32])=[CH:15][C:4]=1[O:5][C:6]1[C:11]([N+:12]([O-])=O)=[CH:10][CH:9]=[CH:8][N:7]=1>C(O)(=O)C.[Fe]>[NH2:12][C:11]1[C:6]([O:5][C:4]2[CH:15]=[C:16]([N:20]3[C:25](=[O:26])[CH:24]=[C:23]([C:27]([F:30])([F:29])[F:28])[N:22]([CH3:31])[C:21]3=[O:32])[C:17]([F:19])=[CH:18][C:3]=2[Cl:2])=[N:7][CH:8]=[CH:9][CH:10]=1. Procedure details: To a mixture of 3.8 g of an iron powder, 50 ml of acetic acid and 5 ml of water was added a solution of 3.8 g of 2-{2-chloro-4-fluoro-5-[3-methyl-2,6-dioxo-4-(trifluoromethyl)-1,2,3,6-tetrahydropyrimidin-1-yl]phenoxy}-3-nitropyridine in 5.0 ml of acetic acid dropwise while maintaining the temperature of the reaction solution at 35° C. or lower. After completion of the addition, the mixture was stirred for 2 hours, then, the reaction solution was filtrated through Celite, and diluted with ethyl a...